From a dataset of the Open Reaction Database (ORD), a public repository of structured organic reaction records. describe an organic reaction: reactants, conditions, products, and yield Reactants: C(C)OC(CCCBr)=O (Ethyl-4-bromobutyrate), C(C)OC(CCCBr)=O (Ethyl-4-bromobutyrate), C(C1=CC=CC=C1)OC(=O)N1C(C2=CC=CC=C2CC1)C1=C(C=CC(=C1)F)O ((±)-1-(5-fluoro-2-hydroxy-phenyl)-3,4-dihydro-1H-isoquinoline-2-carboxylic acid benzyl ester), C(=O)([O-])[O-].[K+].[K+] (K2CO3). The solvent is CN(C)C=O (DMF), CCOC(=O)C (AcOEt), O (water). Conditions: time 2 hour. Yields the product C(C1=CC=CC=C1)OC(=O)N1C(C2=CC=CC=C2CC1)C1=C(C=CC(=C1)F)OCCCC(=O)O ((±)-1-[2-(3-Carboxy-propoxy)-5-fluoro-phenyl]-3,4-dihydro-1H-isoquinoline-2-carboxylic acid benzyl ester). Reaction SMILES: C([O:3][C:4](=[O:9])[CH2:5][CH2:6][CH2:7]Br)C.[CH2:10]([O:17][C:18]([N:20]1[CH2:29][CH2:28][C:27]2[C:22](=[CH:23][CH:24]=[CH:25][CH:26]=2)[CH:21]1[C:30]1[CH:35]=[C:34]([F:36])[CH:33]=[CH:32][C:31]=1[OH:37])=[O:19])[C:11]1[CH:16]=[CH:15][CH:14]=[CH:13][CH:12]=1.C([O-])([O-])=O.[K+].[K+]>CN(C=O)C.CCOC(C)=O.O>[CH2:10]([O:17][C:18]([N:20]1[CH2:29][CH2:28][C:27]2[C:22](=[CH:23][CH:24]=[CH:25][CH:26]=2)[CH:21]1[C:30]1[CH:35]=[C:34]([F:36])[CH:33]=[CH:32][C:31]=1[O:37][CH2:7][CH2:6][CH2:5][C:4]([OH:9])=[O:3])=[O:19])[C:11]1[CH:16]=[CH:15][CH:14]=[CH:13][CH:12]=1 |f:2.3.4|. Procedure details: Ethyl-4-bromobutyrate (45 μL, 0.30 mmol, 1.50 eq.) was added to a solution of (±)-1-(5-fluoro-2-hydroxy-phenyl)-3,4-dihydro-1H-isoquinoline-2-carboxylic acid benzyl ester (75 mg, 0.20 mmol, 1.00 eq.) and K2CO3 (83 mg, 0.60 mmol) in DMF (0.7 mL). The mixture was stirred at r.t. for 2 hours. Ethyl-4-bromobutyrate (22 μL, 0.15 mmol, 0.75 eq.) was added again and the mixture was stirred at r.t. for 18 hours. The reaction mixture was diluted with AcOEt and water. The layers were separated and the aq.... The reactants are CN1CC2=C(NC=3C=CC=CC23)CC1 (2,3,4,5-tetrahydro-2-methyl-1H-pyrido[4,3-b]indole), CC1=CC=C(C=C)C=C1 (4-methylstyrene), [H-].[Na+] (NaH). The solvent is CN(C)C=O (DMF). Product: CN1CC2=C(N(C=3C=CC=CC23)CCC2=CC=C(C=C2)C)CC1 (2,3,4,5-tetrahydro-2-methyl-5-(4-methylphenethyl)-1H-pyrido[4,3-b]indole). Isolated yield 2.1%. RXN SMILES: [CH3:1][N:2]1[CH2:14][CH2:13][C:5]2[NH:6][C:7]3[CH:8]=[CH:9][CH:10]=[CH:11][C:12]=3[C:4]=2[CH2:3]1.[CH3:15][C:16]1[CH:23]=[CH:22][C:19]([CH:20]=[CH2:21])=[CH:18][CH:17]=1.[H-].[Na+]>CN(C=O)C>[CH3:1][N:2]1[CH2:14][CH2:13][C:5]2[N:6]([CH2:21][CH2:20][C:19]3[CH:22]=[CH:23][C:16]([CH3:15])=[CH:17][CH:18]=3)[C:7]3[CH:8]=[CH:9][CH:10]=[CH:11][C:12]=3[C:4]=2[CH2:3]1 |f:2.3|. Procedure details: The title compound was prepared according to General Method 2. 2,3,4,5-tetrahydro-2-methyl-5-(4-methylphenethyl)-1H-pyrido[4,3-b]indole was prepared from 2,3,4,5-tetrahydro-2-methyl-1H-pyrido[4,3-b]indole (See Example 3) (200 mg, 1.07 mmol), 4-methylstyrene (1.41 mL, 10.7 mmol) and NaH (250 mg, 60% dispersion in oil, 6.25 mmol) in DMF (6 ml) at 200° C. for 16 h to obtain 7 mg of 2,3,4,5-tetrahydro-2-methyl-5-(4-methylphenethyl)-1H-pyrido[4,3-b]indole after purification. The reactants are C(C)(C)(C)OC(=O)N1CCC(CC1)C1=CNC2=NC=CC=C21 (4-(1H-Pyrrolo[2,3-b]pyridin-3-yl)-piperidine-1-carboxylic acid tert-butyl ester), C(=O)(C(F)(F)F)O.C(Cl)Cl (TFA CH2Cl2). Yields the product N1CCC(CC1)C1=CNC2=NC=CC=C21 (3-Piperidin-4-yl-1H-pyrrolo[2,3-b]pyridine). The yield is 151.2%. RXN SMILES: C(OC([N:8]1[CH2:13][CH2:12][CH:11]([C:14]2[C:22]3[C:17](=[N:18][CH:19]=[CH:20][CH:21]=3)[NH:16][CH:15]=2)[CH2:10][CH2:9]1)=O)(C)(C)C.C(O)(C(F)(F)F)=O.C(Cl)Cl>>[NH:8]1[CH2:9][CH2:10][CH:11]([C:14]2[C:22]3[C:17](=[N:18][CH:19]=[CH:20][CH:21]=3)[NH:16][CH:15]=2)[CH2:12][CH2:13]1 |f:1.2|. Procedure details: 4-(1H-Pyrrolo[2,3-b]pyridin-3-yl)-piperidine-1-carboxylic acid tert-butyl ester (963 mg, 3.2 mmol) was set stirring in 1:1 TFA/CH2Cl2. After 45 min the mixture was evaporated and the golden oil brought up in Et2O. A solid formed and was filtered, washed with Et2O and air dried to give 974 mg (96%) of a white solid as a TFA salt. MS (electrospray): exact mass calculated for C12H15N3, 201.13; m/z found, 202.1 [M++H]. 1H NMR (CDCl3, 400 MHz): 8.09 (dd, J=3.33 Hz, 1.57 Hz, 1H), 7.89 (dd, J=6.26 Hz, ...